This data is from the Open Reaction Database (ORD), a public repository of structured organic reaction records. The task is: describe an organic reaction: reactants, conditions, products, and yield Product: CCCCCCCCCCCCCCCCCC(=O)OCC(COC(=O)C(NC(=O)OCc1ccccc1)C(C)C)CC(=O)OCC1OC(n2cnc3c(=O)[nH]c(N)nc32)CC1F. Reactants: CCCCCCCCCCCCCCCCCC(=O)OCC(COC(=O)C(NC(=O)OCc1ccccc1)C(C)C)CC(=O)O, CN(C)c1ccccn1, CC(=O)O, C(=NC1CCCCC1)=NC1CCCCC1, ClCCl, Nc1nc2c(ncn2C2CC(F)C(CO)O2)c(=O)[nH]1, CN(C)C=O. Reaction SMILES: [CH2:20]([c:21]1[cH:22][cH:23][cH:24][cH:25][cH:26]1)[O:27][C:28](=[O:29])[NH:30][CH:31]([CH:32]([CH3:33])[CH3:34])[C:35](=[O:36])[O:37][CH2:38][CH:39]([CH2:40][C:41](=[O:42])[OH:43])[CH2:44][O:45][C:46]([CH2:47][CH2:48][CH2:49][CH2:50][CH2:51][CH2:52][CH2:53][CH2:54][CH2:55][CH2:56][CH2:57][CH2:58][CH2:59][CH2:60][CH2:61][CH2:62][CH3:63])=[O:64].[CH3:65][N:66]([c:67]1[cH:68][cH:69][cH:70][cH:71][n:72]1)[CH3:73].[CH3:94][C:95](=[O:96])[OH:97].[CH:74]1([N:75]=[C:76]=[N:77][CH:78]2[CH2:79][CH2:80][CH2:81][CH2:82][CH2:83]2)[CH2:84][CH2:85][CH2:86][CH2:87][CH2:88]1.[Cl:98][CH2:99][Cl:100].[F:1][CH:2]1[CH2:3][CH:4]([n:9]2[cH:10][n:11][c:12]3[c:13](=[O:14])[nH:15][c:16]([NH2:17])[n:18][c:19]23)[O:5][CH:6]1[CH2:7][OH:8].[O:89]=[CH:90][N:91]([CH3:92])[CH3:93]>>[F:1][CH:2]1[CH2:3][CH:4]([n:9]2[cH:10][n:11][c:12]3[c:13](=[O:14])[nH:15][c:16]([NH2:17])[n:18][c:19]23)[O:5][CH:6]1[CH2:7][O:8][C:41]([CH2:40][CH:39]([CH2:38][O:37][C:35]([CH:31]([NH:30][C:28]([O:27][CH2:20][c:21]1[cH:22][cH:23][cH:24][cH:25][cH:26]1)=[O:29])[CH:32]([CH3:33])[CH3:34])=[O:36])[CH2:44][O:45][C:46]([CH2:47][CH2:48][CH2:49][CH2:50][CH2:51][CH2:52][CH2:53][CH2:54][CH2:55][CH2:56][CH2:57][CH2:58][CH2:59][CH2:60][CH2:61][CH2:62][CH3:63])=[O:64])=[O:42]. Starting materials: Cl.FC=1C=C(C=C(C1)F)[C@@H]1CNC2(C(N1CC(=O)OC)=O)COCCOC2 ((R)-methyl 2-(3-(3,5-difluorophenyl)-5-oxo-8,11-dioxa-1,4-diazaspiro[5.6]dodecan-4-yl)acetate hydrochloride), C([O-])([O-])=O.[K+].[K+] (potassium carbonate), CI (methyl iodide). Run in C(C)#N (acetonitrile). Conditions: time 5 day. Yields the product FC=1C=C(C=C(C1)F)[C@@H]1CN(C2(C(N1CC(=O)OC)=O)COCCOC2)C ((R)-methyl 2-(3-(3,5-difluorophenyl)-1-methyl-5-oxo-8,11-dioxa-1,4-diazaspiro[5.6]dodecan-4-yl)acetate). As a reaction SMILES: Cl.[F:2][C:3]1[CH:4]=[C:5]([C@H:10]2[N:15]([CH2:16][C:17]([O:19][CH3:20])=[O:18])[C:14](=[O:21])[C:13]3([CH2:27][O:26][CH2:25][CH2:24][O:23][CH2:22]3)[NH:12][CH2:11]2)[CH:6]=[C:7]([F:9])[CH:8]=1.[C:28](=O)([O-])[O-].[K+].[K+].CI>C(#N)C>[F:9][C:7]1[CH:6]=[C:5]([C@H:10]2[N:15]([CH2:16][C:17]([O:19][CH3:20])=[O:18])[C:14](=[O:21])[C:13]3([CH2:22][O:23][CH2:24][CH2:25][O:26][CH2:27]3)[N:12]([CH3:28])[CH2:11]2)[CH:4]=[C:3]([F:2])[CH:8]=1 |f:0.1,2.3.4|. Procedure: 0.10 g (0.25 mmol) (R)-methyl 2-(3-(3,5-difluorophenyl)-5-oxo-8,11-dioxa-1,4-diazaspiro[5.6]dodecan-4-yl)acetate hydrochloride in 20 ml acetonitrile were combined with 83 mg (0.60 mmol) potassium carbonate and with 0.04 ml (0.60 mmol) methyl iodide. The reaction mixture was stirred for 5 days at RT. Then the reaction was evaporated down and reacted without any further purification. Reactants: OC1CN2C(C(CCCCCC=CC3CC3(NC(C2C1)=O)C(=O)NS(=O)(=O)C1CC1)NC(=O)OC(C)(C)C)=O (18-hydroxy-14-tert-butoxycarbonylamino-4-cyclopropylsulfonylaminocarbonyl-2,15-dioxo-3,16-diazatricyclo[14.3.0.04,6]-nonadec-7-ene), N1=C(C=NC=C1)C(=O)Cl (pyrazinecarbonyl chloride). Product: N1=C(C=NC=C1)C(=O)OC1CN2C(C(CCCCCC=CC3CC3(NC(C2C1)=O)C(=O)NS(=O)(=O)C1CC1)NC(=O)OC(C)(C)C)=O (18-(pyrazinecarbonyloxy)-14-tert-butoxycarbonylamino-4-cyclopropylsulfonylaminocarbonyl-2,15-dioxo-3,16-diazatricyclo-[14.3.0.04,6]-nonadec-7-ene). Yield: 52.5%. As a reaction SMILES: [OH:1][CH:2]1[CH2:20][CH:19]2[N:4]([C:5](=[O:39])[CH:6]([NH:31][C:32]([O:34][C:35]([CH3:38])([CH3:37])[CH3:36])=[O:33])[CH2:7][CH2:8][CH2:9][CH2:10][CH2:11][CH:12]=[CH:13][CH:14]3[C:16]([C:22]([NH:24][S:25]([CH:28]4[CH2:30][CH2:29]4)(=[O:27])=[O:26])=[O:23])([NH:17][C:18]2=[O:21])[CH2:15]3)[CH2:3]1.[N:40]1[CH:45]=[CH:44][N:43]=[CH:42][C:41]=1[C:46](Cl)=[O:47]>>[N:40]1[CH:45]=[CH:44][N:43]=[CH:42][C:41]=1[C:46]([O:1][CH:2]1[CH2:20][CH:19]2[N:4]([C:5](=[O:39])[CH:6]([NH:31][C:32]([O:34][C:35]([CH3:36])([CH3:38])[CH3:37])=[O:33])[CH2:7][CH2:8][CH2:9][CH2:10][CH2:11][CH:12]=[CH:13][CH:14]3[C:16]([C:22]([NH:24][S:25]([CH:28]4[CH2:30][CH2:29]4)(=[O:27])=[O:26])=[O:23])([NH:17][C:18]2=[O:21])[CH2:15]3)[CH2:3]1)=[O:47]. Reported procedure: Prepared by way of method I using 18-hydroxy-14-tert-butoxycarbonylamino-4-cyclopropylsulfonylaminocarbonyl-2,15-dioxo-3,16-diazatricyclo[14.3.0.04,6]-nonadec-7-ene (100 mg, 0.175 mmol) and pyrazinecarbonyl chloride (75 mg, 0.53 mmol). The final trituration (diethyl ether/hexane) and filtration gave 62 mg (52%) of 18-(pyrazinecarbonyloxy)-14-tert-butoxycarbonylamino-4-cyclopropylsulfonylaminocarbonyl-2,15-dioxo-3,16-diazatricyclo-[14.3.0.04,6]-nonadec-7-ene as a white powder: 98.8% pure (HPLC), ... Starting materials: O=S(=O)(Cl)c1ccc(C(F)(F)F)cc1Cl, Nc1cnc(Oc2ccccc2-c2nc3ccccc3s2)c(Cl)c1. The product is O=S(=O)(Nc1cnc(Oc2ccccc2-c2nc3ccccc3s2)c(Cl)c1)c1ccc(C(F)(F)F)cc1Cl. Reaction SMILES: [Cl:25][c:26]1[c:27]([S:36](=[O:37])(=[O:38])[Cl:39])[cH:28][cH:29][c:30]([C:32]([F:33])([F:34])[F:35])[cH:31]1.[s:1]1[c:2](-[c:10]2[c:11]([O:12][c:13]3[c:14]([Cl:20])[cH:15][c:16]([NH2:19])[cH:17][n:18]3)[cH:21][cH:22][cH:23][cH:24]2)[n:3][c:4]2[c:5]1[cH:6][cH:7][cH:8][cH:9]2>>[s:1]1[c:2](-[c:10]2[c:11]([O:12][c:13]3[c:14]([Cl:20])[cH:15][c:16]([NH:19][S:36]([c:27]4[c:26]([Cl:25])[cH:31][c:30]([C:32]([F:33])([F:34])[F:35])[cH:29][cH:28]4)(=[O:37])=[O:38])[cH:17][n:18]3)[cH:21][cH:22][cH:23][cH:24]2)[n:3][c:4]2[c:5]1[cH:6][cH:7][cH:8][cH:9]2. Procedure details: Following the procedure as described in EXAMPLE 4 and making non-critical variations using 4-(chloromethyl)-1-fluoro-2-methoxybenzene to replace 2-(bromomethyl)tetrahydro-2H-pyran, and 2,3-dihydrospiro[furo[2,3-g][1,4]benzodioxine-8,3′-indol]-2′(1′H)-one to replace 5,6-dihydrospiro[benzo[1,2-b:5,4-b′]difuran-3,3′-indol]-2″(1′H)-one, 1′-(4-fluoro-3-methoxybenzyl)-2,3-dihydrospiro[furo[2,3-g][1,4]benzodioxine-8,3′-indol]-2′(1′H)-one was obtained (82%) as a colorless solid: mp 161-163° C. (hexanes)... Starting materials: ClCC1=CC(=C(C=C1)F)OC (4-(chloromethyl)-1-fluoro-2-methoxybenzene), 5,6-dihydrospiro[benzo[1,2-b:5,4-b′]difuran-3,3′-indol]-2″(1′H)-one, BrCC1OCCCC1 (2-(bromomethyl)tetrahydro-2H-pyran), N1C(C2(C3=CC=CC=C13)COC1=CC3=C(OCCO3)C=C12)=O (2,3-dihydrospiro[furo[2,3-g][1,4]benzodioxine-8,3′-indol]-2′(1′H)-one). As a reaction SMILES: Cl[CH2:2][C:3]1[CH:8]=[CH:7][C:6]([F:9])=[C:5]([O:10][CH3:11])[CH:4]=1.BrCC1CCCCO1.[NH:20]1[C:28]2[C:23](=[CH:24][CH:25]=[CH:26][CH:27]=2)[C:22]2([C:40]3[C:31](=[CH:32][C:33]4[O:38][CH2:37][CH2:36][O:35][C:34]=4[CH:39]=3)[O:30][CH2:29]2)[C:21]1=[O:41]>>[F:9][C:6]1[CH:7]=[CH:8][C:3]([CH2:2][N:20]2[C:28]3[C:23](=[CH:24][CH:25]=[CH:26][CH:27]=3)[C:22]3([C:40]4[C:31](=[CH:32][C:33]5[O:38][CH2:37][CH2:36][O:35][C:34]=5[CH:39]=4)[O:30][CH2:29]3)[C:21]2=[O:41])=[CH:4][C:5]=1[O:10][CH3:11]. Yields the product FC1=C(C=C(CN2C(C3(C4=CC=CC=C24)COC2=CC4=C(OCCO4)C=C23)=O)C=C1)OC (1′-(4-fluoro-3-methoxybenzyl)-2,3-dihydrospiro[furo[2,3-g][1,4]benzodioxine-8,3′-indol]-2′(1′H)-one). Starting materials: Cn1c(CBr)nc2c(N3CCOCC3)nc(Cl)nc21, CC(C)(C)C1CCNCC1. Product: Cn1c(CN2CCC(C(C)(C)C)CC2)nc2c(N3CCOCC3)nc(Cl)nc21. RXN SMILES: [Br:11][CH2:12][c:13]1[n:14]([CH3:29])[c:15]2[n:16][c:17]([Cl:28])[n:18][c:19]([N:22]3[CH2:23][CH2:24][O:25][CH2:26][CH2:27]3)[c:20]2[n:21]1.[C:1]([CH3:2])([CH3:3])([CH3:4])[CH:5]1[CH2:6][CH2:7][NH:8][CH2:9][CH2:10]1>>[C:1]([CH3:2])([CH3:3])([CH3:4])[CH:5]1[CH2:6][CH2:7][N:8]([CH2:12][c:13]2[n:14]([CH3:29])[c:15]3[n:16][c:17]([Cl:28])[n:18][c:19]([N:22]4[CH2:23][CH2:24][O:25][CH2:26][CH2:27]4)[c:20]3[n:21]2)[CH2:9][CH2:10]1.